The task is: describe an organic reaction: reactants, conditions, products, and yield. This data is from the Open Reaction Database (ORD), a public repository of structured organic reaction records. Procedure: Prepared by proceeding in a similar manner to Intermediate 9, starting from methyl 7-[N-(2-bromo-4-fluorobenzenesulfonyl)-N-(methoxycarbonyl)amino]-1,2-dihydro-furo[2,3-c]quinoline-6-carboxylate (Intermediate 21) and N,N-diethyl-N—((Z)-1-tributylstannanylprop-1-en-3-yl)amine (Intermediate 11) and heating at 60° C. for 1 hour. As a reaction SMILES: [CH2:1]([N:3]([CH2:35][CH3:36])[CH2:4]/[CH:5]=[CH:6]\C1C=C(F)C=CC=1S(NC1C(C(OC)=O)=C2C(C3C=COC=3CO2)=CC=1)(=O)=O)[CH3:2].Br[C:38]1[CH:43]=[C:42]([F:44])[CH:41]=[CH:40][C:39]=1[S:45]([N:48]([C:53]1[C:62]([C:63]([O:65][CH3:66])=[O:64])=[C:61]2[C:56]([C:57]3[CH2:69][CH2:68][O:67][C:58]=3[CH:59]=[N:60]2)=[CH:55][CH:54]=1)[C:49]([O:51][CH3:52])=[O:50])(=[O:47])=[O:46].C(N(CC)C/C=C\[Sn](CCCC)(CCCC)CCCC)C>>[CH2:1]([N:3]([CH2:35][CH3:36])[CH2:4]/[CH:5]=[CH:6]\[C:38]1[CH:43]=[C:42]([F:44])[CH:41]=[CH:40][C:39]=1[S:45]([N:48]([C:53]1[C:62]([C:63]([O:65][CH3:66])=[O:64])=[C:61]2[C:56]([C:57]3[CH2:69][CH2:68][O:67][C:58]=3[CH:59]=[N:60]2)=[CH:55][CH:54]=1)[C:49]([O:51][CH3:52])=[O:50])(=[O:47])=[O:46])[CH3:2]. Conditions: temperature 60 celsius. The reactants are C(C)N(C\C=C/C1=C(C=CC(=C1)F)S(=O)(=O)NC1=CC=C2C3=C(COC2=C1C(=O)OC)OC=C3)CC (Methyl 7-[2-((Z)-3-diethylaminoprop-1-enyl)-4-fluorobenzenesulfonylamino]-4H-furo[2,3-c]chromene-6-carboxylate), C(C)N(C\C=C/[Sn](CCCC)(CCCC)CCCC)CC (N,N-diethyl-N—((Z)-1-tributylstannanylprop-1-en-3-yl)amine), C(C)N(C\C=C/[Sn](CCCC)(CCCC)CCCC)CC (N,N-diethyl-N—((Z)-1-tributylstannanylprop-1-en-3-yl)amine), BrC1=C(C=CC(=C1)F)S(=O)(=O)N(C(=O)OC)C1=CC=C2C3=C(C=NC2=C1C(=O)OC)OCC3 (methyl 7-[N-(2-bromo-4-fluorobenzenesulfonyl)-N-(methoxycarbonyl)amino]-1,2-dihydro-furo[2,3-c]quinoline-6-carboxylate), BrC1=C(C=CC(=C1)F)S(=O)(=O)N(C(=O)OC)C1=CC=C2C3=C(C=NC2=C1C(=O)OC)OCC3 (methyl 7-[N-(2-bromo-4-fluorobenzenesulfonyl)-N-(methoxycarbonyl)amino]-1,2-dihydro-furo[2,3-c]quinoline-6-carboxylate). Product: C(C)N(C\C=C/C1=C(C=CC(=C1)F)S(=O)(=O)N(C(=O)OC)C1=CC=C2C3=C(C=NC2=C1C(=O)OC)OCC3)CC (Methyl 7-[N-{2-((Z)-3-Diethylaminoprop-1-enyl)-4-fluoro-benzenesulfonyl}-N-(methoxycarbonyl)amino]-1,2-dihydrofuro[2,3-c]quinoline-6-carboxylate). Yields the product CC(O)(c1ccc(N2CCN(S(=O)(=O)c3cccs3)CC2CN2C3COCC2C(O)C3)cc1)C(F)(F)F. The reactants are CC(O)(c1ccc(N2CCN(S(=O)(=O)c3cccs3)CC2CN2C3COCC2C(OCc2ccccc2)C3)cc1)C(F)(F)F, CO, ClCCl. As a reaction SMILES: [CH2:1]([c:2]1[cH:3][cH:4][cH:5][cH:6][cH:7]1)[O:8][CH:9]1[CH:10]2[CH2:11][O:12][CH2:13][CH:14]([CH2:15]1)[N:16]2[CH2:17][CH:18]1[N:19]([c:32]2[cH:33][cH:34][c:35]([C:38]([C:39]([F:40])([F:41])[F:42])([CH3:43])[OH:44])[cH:36][cH:37]2)[CH2:20][CH2:21][N:22]([S:24](=[O:25])(=[O:26])[c:27]2[s:28][cH:29][cH:30][cH:31]2)[CH2:23]1.[CH3:48][OH:49].[Cl:45][CH2:46][Cl:47]>>[OH:8][CH:9]1[CH:10]2[CH2:11][O:12][CH2:13][CH:14]([CH2:15]1)[N:16]2[CH2:17][CH:18]1[N:19]([c:32]2[cH:33][cH:34][c:35]([C:38]([C:39]([F:40])([F:41])[F:42])([CH3:43])[OH:44])[cH:36][cH:37]2)[CH2:20][CH2:21][N:22]([S:24](=[O:25])(=[O:26])[c:27]2[s:28][cH:29][cH:30][cH:31]2)[CH2:23]1.